Dataset: the Open Reaction Database (ORD), a public repository of structured organic reaction records. Task: describe an organic reaction: reactants, conditions, products, and yield The reactants are Brc1cc(-c2ccccc2)ccn1, CC(C)(C)OC(=O)N1CCNCC1, c1ccncc1. The product is CC(C)(C)OC(=O)N1CCN(c2cc(-c3ccccc3)ccn2)CC1. Reaction SMILES: [Br:1][c:2]1[n:3][cH:4][cH:5][c:6](-[c:8]2[cH:9][cH:10][cH:11][cH:12][cH:13]2)[cH:7]1.[C:14]([CH3:15])([CH3:16])([CH3:17])[O:18][C:19](=[O:20])[N:21]1[CH2:22][CH2:23][NH:24][CH2:25][CH2:26]1.[cH:27]1[cH:28][cH:29][n:30][cH:31][cH:32]1>>[c:2]1([N:24]2[CH2:23][CH2:22][N:21]([C:19]([O:18][C:14]([CH3:15])([CH3:16])[CH3:17])=[O:20])[CH2:26][CH2:25]2)[n:3][cH:4][cH:5][c:6](-[c:8]2[cH:9][cH:10][cH:11][cH:12][cH:13]2)[cH:7]1.